The task is: describe an organic reaction: reactants, conditions, products, and yield. This data is from the Open Reaction Database (ORD), a public repository of structured organic reaction records. Reactants: C(C1=CC=CC=C1)OC(=O)N1CC(CC1)C1=NN=NN1 ((R/S)-5-[1-benzyloxycarbonyl-pyrrolidin-3-yl]-1H-tetrazole), [H][H] (hydrogen). Reagents/catalysts: [Pd] (palladium on charcoal). Run in CO (MeOH). Yields the product N1CC(CC1)C1=NN=NN1 ((R/S)-5-(Pyrrolidin-3-yl)-1H-tetrazole). RXN SMILES: C(OC([N:11]1[CH2:15][CH2:14][CH:13]([C:16]2[NH:20][N:19]=[N:18][N:17]=2)[CH2:12]1)=O)C1C=CC=CC=1.[H][H]>[Pd].CO>[NH:11]1[CH2:15][CH2:14][CH:13]([C:16]2[NH:20][N:19]=[N:18][N:17]=2)[CH2:12]1. Procedure: A mixture of 662 mg (2.4 mmol) of (R/S)-5-[1-benzyloxycarbonyl-pyrrolidin-3-yl]-1H-tetrazole (from Step B) and 220 mg of 10% palladium on charcoal in 5 mL of MeOH was hydrogenated at atmospheric pressure using a balloon of hydrogen for 3 h. The reaction was filtered through a pad of Celite and concentrated to afford the title compound as a white solid: 1H-NMR (500 MHz, CD3OD) δ 2.27 (m, 1H), 2.49 (m, 1H), 3.39-3.51 (m, 3H), 3.70 (m, 1H), 3.85 (m, 1H). Reaction SMILES: Br[C:2]1[CH:7]=[CH:6][C:5]([CH2:8][CH2:9][OH:10])=[CH:4][CH:3]=1.N1C=CN=[CH:12]1.[Si:16](Cl)([C:19]([CH3:22])([CH3:21])[CH3:20])([CH3:18])[CH3:17].Cl>CN(C)C=O>[C:19]([Si:16]([CH3:18])([CH3:17])[O:10][CH2:9][CH2:8][C:5]1[CH:6]=[CH:7][C:2]([CH3:12])=[CH:3][CH:4]=1)([CH3:22])([CH3:21])[CH3:20]. Conditions: time 3 hour. Reported procedure: To N,N-dimethylformamide (6 mL) solution of 2-(4-bromophenyl)ethanol (552 mg), imidazole (248 mg) and tert-butyldimethylsilyl chloride (453 mg) were added. The reaction solution was stirred at room temperature for 3 hours. To the reaction solution, 1N-hydrochloric acid (10 mL) was added. The aqueous layer was extracted twice with ethyl acetate. The combined organic layer was washed with water and saturated brine and then dried over anhydrous magnesium sulfate. After removing the anhydrous magnes... Product: C(C)(C)(C)[Si](OCCC1=CC=C(C=C1)C)(C)C (Tert-butyl(dimethyl)[2-(4-methylphenyl)ethoxy]silane). Solvent: CN(C=O)C (N,N-dimethylformamide). Starting materials: BrC1=CC=C(C=C1)CCO (2-(4-bromophenyl)ethanol), N1C=NC=C1 (imidazole), [Si](C)(C)(C(C)(C)C)Cl (tert-butyldimethylsilyl chloride), Cl (hydrochloric acid). The yield is 120.6%.